Dataset: the Open Reaction Database (ORD), a public repository of structured organic reaction records. Task: describe an organic reaction: reactants, conditions, products, and yield Reactants: CS(=O)(=O)O (methanesulfonic acid), C(C1=CC=CC=C1)OC=1C=C(C2=C(N=C(S2)NC(=O)NCC)C1)/C=N/OC ((E)-1-(5-(benzyloxy)-7-((methoxyimino)methyl)benzo[d]thiazol-2-yl)-3-ethylurea), CS(=O)(=O)O (Methanesulfonic acid). Run in C(Cl)Cl (DCM), C(Cl)Cl (DCM). Reaction conditions: time 1 hour. Yields the product C(C)NC(=O)NC=1SC2=C(N1)C=C(C=C2/C=N/OC)O ((E)-1-ethyl-3-(5-hydroxy-7-((methoxyimino)methyl)benzo[d]thiazol-2-yl)urea). Reaction SMILES: C([O:8][C:9]1[CH:10]=[C:11](/[CH:24]=[N:25]/[O:26][CH3:27])[C:12]2[S:16][C:15]([NH:17][C:18]([NH:20][CH2:21][CH3:22])=[O:19])=[N:14][C:13]=2[CH:23]=1)C1C=CC=CC=1.CS(O)(=O)=O>C(Cl)Cl>[CH2:21]([NH:20][C:18]([NH:17][C:15]1[S:16][C:12]2[C:11](/[CH:24]=[N:25]/[O:26][CH3:27])=[CH:10][C:9]([OH:8])=[CH:23][C:13]=2[N:14]=1)=[O:19])[CH3:22]. Reported procedure: (E)-1-(5-(benzyloxy)-7-((methoxyimino)methyl)benzo[d]thiazol-2-yl)-3-ethylurea (325 mg, 0.85 mmol) was stirred in DCM (17 ml) and methanesulfonic acid (2.8 ml) was added. The reaction was allowed to stir at rt for 1 h in a round bottomed flask equipped with a drying tube. LCMS showed a mixture of product and starting material and the reaction was stirred for a further 1 h and LCMS showed no further reaction. Methanesulfonic acid (0.5 ml) was added and the reaction stirred for 18 h, diluted with ...